Dataset: the Open Reaction Database (ORD), a public repository of structured organic reaction records. Task: describe an organic reaction: reactants, conditions, products, and yield Reactants: C(C1=CC=CC=C1)(=O)Cl (benzoyl chloride), ClC=1C=C(C(=O)NC2=C(C=CC=C2)O)C=C(C1O)Cl (3,5-Dichloro-2',4-dihydroxybenzanilide), Cl (hydrochloric acid). The solvent is N1=CC=CC=C1 (pyridine). Product: C(C1=CC=CC=C1)(=O)OC1=C(NC(C2=CC(=C(C(=C2)Cl)OC(C2=CC=CC=C2)=O)Cl)=O)C=CC=C1 (2',4-dibenzoyloxy-3,5-dichlorobenzanilide). The yield is 88.2%. As a reaction SMILES: [Cl:1][C:2]1[CH:3]=[C:4]([CH:15]=[C:16]([Cl:19])[C:17]=1[OH:18])[C:5]([NH:7][C:8]1[CH:13]=[CH:12][CH:11]=[CH:10][C:9]=1[OH:14])=[O:6].[C:20](Cl)(=[O:27])[C:21]1[CH:26]=[CH:25][CH:24]=[CH:23][CH:22]=1.Cl>N1C=CC=CC=1>[C:20]([O:14][C:9]1[CH:10]=[CH:11][CH:12]=[CH:13][C:8]=1[NH:7][C:5](=[O:6])[C:4]1[CH:3]=[C:2]([Cl:1])[C:17]([O:18][C:5](=[O:6])[C:4]2[CH:15]=[CH:16][CH:17]=[CH:2][CH:3]=2)=[C:16]([Cl:19])[CH:15]=1)(=[O:27])[C:21]1[CH:26]=[CH:25][CH:24]=[CH:23][CH:22]=1. Procedure: 3,5-Dichloro-2',4-dihydroxybenzanilide (1 g.) was dissolved in dry pyridine (15 ml.) in the cold at 0°-5° C. and to it was added dropwise benzoyl chloride (1.2 ml.). With gently stirring reaction was continued for several hours. The solution was then poured into ice-cold water and acidified with 1 N hydrochloric acid to pH 2, yielding oily material which was extracted by ethyl acetate. The ethyl acetate solution was washed with 1 N hydrochloric acid and 5% sodium bicarbonate solution in that ord... The reactants are C[Si](C)(C)CCOCn1cc(Br)c2c(Cc3ccc(NC(=O)C(F)(F)F)cc3F)ccnc21, C1CCOC1, ClCCl, [Li+], [OH-], O, O=C(O)C(F)(F)F. Yields the product O=C(Nc1ccc(Cc2ccnc3[nH]cc(Br)c23)c(F)c1)C(F)(F)F. RXN SMILES: [Br:1][c:2]1[cH:3][n:4]([CH2:26][O:27][CH2:28][CH2:29][Si:30]([CH3:31])([CH3:32])[CH3:33])[c:5]2[n:6][cH:7][cH:8][c:9]([CH2:11][c:12]3[c:13]([F:25])[cH:14][c:15]([NH:18][C:19]([C:20]([F:21])([F:22])[F:23])=[O:24])[cH:16][cH:17]3)[c:10]12.[CH2:46]1[O:47][CH2:48][CH2:49][CH2:50]1.[Cl:43][CH2:44][Cl:45].[Li+:41].[OH-:42].[OH2:51].[OH:34][C:35]([C:36]([F:37])([F:38])[F:39])=[O:40]>>[Br:1][c:2]1[cH:3][nH:4][c:5]2[n:6][cH:7][cH:8][c:9]([CH2:11][c:12]3[c:13]([F:25])[cH:14][c:15]([NH:18][C:19]([C:20]([F:21])([F:22])[F:23])=[O:24])[cH:16][cH:17]3)[c:10]12. The reactants are NC1CC(NC(C1)(C)C)(C)C (4-amino-2,2,6,6-tetramethylpiperidine), CC=1OC(=CC1C(=O)Cl)C (2,5-dimethylfuran-3-carbonyl chloride). The solvent is C1(=CC=CC=C1)C (toluene). Yields the product CC1(NC(CC(C1)NC(=O)C1=C(OC(=C1)C)C)(C)C)C (2,5-dimethylfuran-3-carboxylic acid 2,2,6,6-tetramethylpiperidin-4-ylamide). As a reaction SMILES: [NH2:1][CH:2]1[CH2:7][C:6]([CH3:9])([CH3:8])[NH:5][C:4]([CH3:11])([CH3:10])[CH2:3]1.[CH3:12][C:13]1[O:14][C:15]([CH3:21])=[CH:16][C:17]=1[C:18](Cl)=[O:19]>C1(C)C=CC=CC=1>[CH3:8][C:6]1([CH3:9])[CH2:7][CH:2]([NH:1][C:18]([C:17]2[CH:16]=[C:15]([CH3:21])[O:14][C:13]=2[CH3:12])=[O:19])[CH2:3][C:4]([CH3:11])([CH3:10])[NH:5]1. Procedure: 156 g (1 mole) of 4-amino-2,2,6,6-tetramethylpiperidine and 79 g (0.5 mole) of 2,5-dimethylfuran-3-carbonyl chloride in 1 l of toluene are refluxed for 24 hours, after which the precipitate is filtered off, the toluene solution is extracted by shaking with NaHCO3 solution and water, and is dried and evaporated down, and the residue is recrystallized from cyclohexane to give a product of melting point 116°-118° C. The reactants are FC1=CC=C(C=C1)[N+](=O)[O-] (4-fluoronitrobenzene), [H-].[Na+] (sodium hydride), C1(CCC1)N1CCC(CC1)O (1-cyclobutyl-4-piperidinol). Run in CN(C=O)C (dimethylformamide), CN(C=O)C (dimethylformamide), CN(C=O)C (dimethylformamide). Run at time 1 hour. Yields the product C1(CCC1)N1CCC(CC1)OC1=CC=C(C=C1)[N+](=O)[O-] (1-Cyclobutyl-4-(4-nitrophenoxy)piperidine). Yield: 70.0%. As a reaction SMILES: [H-].[Na+].[CH:3]1([N:7]2[CH2:12][CH2:11][CH:10]([OH:13])[CH2:9][CH2:8]2)[CH2:6][CH2:5][CH2:4]1.F[C:15]1[CH:20]=[CH:19][C:18]([N+:21]([O-:23])=[O:22])=[CH:17][CH:16]=1>CN(C)C=O>[CH:3]1([N:7]2[CH2:8][CH2:9][CH:10]([O:13][C:15]3[CH:20]=[CH:19][C:18]([N+:21]([O-:23])=[O:22])=[CH:17][CH:16]=3)[CH2:11][CH2:12]2)[CH2:6][CH2:5][CH2:4]1 |f:0.1|. Procedure: To a stirred solution of sodium hydride (24.76 g, 60% in mineral oil, 0.619 moles) in dimethylformamide (100 mL) was added 1-cyclobutyl-4-piperidinol (80 g, 0.516 moles, obtained in the above step) in dimethylformamide (300 mL) at 10° C. under a nitrogen atmosphere. The mass was stirred for 1 hour. A solution of 4-fluoronitrobenzene (87.3 g, 0.619 moles) in dimethylformamide (300 mL) was added drop wise to the above reaction mass at room temperature. After completion of reaction, the mass was qu... The reactants are ClCC(=O)C1=CC(=C(C(=C1)S(N)(=O)=O)Cl)Cl (2,3',4'-trichloro-5'-sulfamoylacetophenone), C(C)(C)NC(=S)NC(C)C (1,3-diisopropyl-thiourea). The product is Cl.ClC=1C=C(C=C(C1Cl)S(N)(=O)=O)C1(N(C(SC1)=NC(C)C)C(C)C)O (4-(3,4-Dichloro-5-sulfamoylphenyl)-3-isopropyl-2-isopropylimino-1,3-thiazolidine-4-ol-hydrochloride). RXN SMILES: [Cl:1][CH2:2][C:3]([C:5]1[CH:10]=[C:9]([S:11](=[O:14])(=[O:13])[NH2:12])[C:8]([Cl:15])=[C:7]([Cl:16])[CH:6]=1)=[O:4].[CH:17]([NH:20][C:21]([NH:23][CH:24]([CH3:26])[CH3:25])=[S:22])([CH3:19])[CH3:18]>>[ClH:1].[Cl:16][C:7]1[CH:6]=[C:5]([C:3]2([OH:4])[CH2:2][S:22][C:21](=[N:20][CH:17]([CH3:19])[CH3:18])[N:23]2[CH:24]([CH3:26])[CH3:25])[CH:10]=[C:9]([S:11](=[O:14])(=[O:13])[NH2:12])[C:8]=1[Cl:15] |f:2.3|. Procedure details: was obtained in a manner analogous to the method described in Example 1 d from 6.1 g of 2,3',4'-trichloro-5'-sulfamoylacetophenone and 1,3-diisopropyl-thiourea. M.p. 171° C (decomposition). The reactants are C(=O)(N1C=NC=C1)N1C=NC=C1 (Carbonyldiimidazole), COC=1C=C(C=C(C1)OC)NC1=NC2=C(N1CCCN(CCC1=NC=CC=C1)C)C=CC(=C2)C(=O)O (2-[(3,5-dimethoxyphenyl)amino]-1-{3-[methyl(2-pyridin-2-ylethyl)amino]propyl}-1H-benzimidazole-5-carboxylic acid), N (aminomethyl polystyrene resin), methyl polystyrene resin, CN=C=S (methylisothiocyanate polystyrene), S1C(=CC=C1)CCN (thiophene-2-ethylamine). Solvent: C(Cl)(Cl)Cl (chloroform), CN(C=O)C (dimethylformamide), O1CCCC1 (tetrahydrofuran), O1CCCC1 (tetrahydrofuran), ClCCl (dichloromethane). Conditions: temperature 20 celsius, time 15 hour. Yields the product COC=1C=C(C=C(C1)OC)NC1=NC2=C(N1CCCN(CCC1=NC=CC=C1)C)C=CC(=C2)C(CCC=2SC=CC2)=O (1-(2-[(3,5-dimethoxyphenyl)amino]-1-{3-[methyl(2-pyridin-2-ylethyl)amino]propyl}-1H-benzimidazol-5-yl)-3-thien-2-ylpropan-1-one), oil. The yield is 90.0%. Reaction SMILES: C(N1C=CN=C1)(N1C=CN=C1)=O.[CH3:13][O:14][C:15]1[CH:16]=[C:17]([NH:23][C:24]2[N:28]([CH2:29][CH2:30][CH2:31][N:32]([CH3:41])[CH2:33][CH2:34][C:35]3[CH:40]=[CH:39][CH:38]=[CH:37][N:36]=3)[C:27]3[CH:42]=[CH:43][C:44]([C:46](O)=[O:47])=[CH:45][C:26]=3[N:25]=2)[CH:18]=[C:19]([O:21][CH3:22])[CH:20]=1.[S:49]1[CH:53]=[CH:52][CH:51]=[C:50]1[CH2:54][CH2:55]N.N.CN=C=S>C(Cl)(Cl)Cl.CN(C)C=O.O1CCCC1.ClCCl>[CH3:13][O:14][C:15]1[CH:16]=[C:17]([NH:23][C:24]2[N:28]([CH2:29][CH2:30][CH2:31][N:32]([CH3:41])[CH2:33][CH2:34][C:35]3[CH:40]=[CH:39][CH:38]=[CH:37][N:36]=3)[C:27]3[CH:42]=[CH:43][C:44]([C:46](=[O:47])[CH2:55][CH2:54][C:50]4[S:49][CH:53]=[CH:52][CH:51]=4)=[CH:45][C:26]=3[N:25]=2)[CH:18]=[C:19]([O:21][CH3:22])[CH:20]=1. Procedure details: Carbonyldiimidazole (10.5 mg, 1.3 eq) in solution in chloroform (0.2 ml) is added to a solution of 2-[(3,5-dimethoxyphenyl)amino]-1-{3-[methyl(2-pyridin-2-ylethyl)amino]propyl}-1H-benzimidazole-5-carboxylic acid (24 mg, 1 eq) in a mixture of dimethylformamide (0.2 ml) and tetrahydrofuran (0.4 ml). The mixture is stirred for 15 hours at approximately 20° C. then thiophene-2-ethylamine (13 mg, 2 eq) in solution in tetrahydrofuran (0.1 ml) is added. After stirring for 15 hours at approximately 20° ...